Dataset: the Open Reaction Database (ORD), a public repository of structured organic reaction records. Task: describe an organic reaction: reactants, conditions, products, and yield Starting materials: B, C1CCOC1, Cc1nc(C(=O)O)nn1-c1ccc(F)cc1. Yields the product Cc1nc(CO)nn1-c1ccc(F)cc1. RXN SMILES: [BH3:17].[CH2:18]1[O:19][CH2:20][CH2:21][CH2:22]1.[F:1][c:2]1[cH:3][cH:4][c:5](-[n:8]2[n:9][c:10]([C:14](=[O:15])[OH:16])[n:11][c:12]2[CH3:13])[cH:6][cH:7]1>>[F:1][c:2]1[cH:3][cH:4][c:5](-[n:8]2[n:9][c:10]([CH2:14][OH:15])[n:11][c:12]2[CH3:13])[cH:6][cH:7]1. The reactants are BrC1=CC(=CC(=C1)C(F)(F)F)[N+](=O)[O-] (1-bromo-3-nitro-5-(trifluoromethyl)benzene), CS(=O)[O-].[Na+] (sodium methanesulfinate), cuprous iodide, L(−)-proline, [OH-].[Na+] (sodium hydroxide). Run in CS(=O)C (DMSO). Yields the product CS(=O)(=O)C1=CC(=CC(=C1)C(F)(F)F)[N+](=O)[O-] (1-(methylsulfonyl)-3-nitro-5-(trifluoromethyl)benzene). Isolated yield 33.5%. RXN SMILES: Br[C:2]1[CH:7]=[C:6]([C:8]([F:11])([F:10])[F:9])[CH:5]=[C:4]([N+:12]([O-:14])=[O:13])[CH:3]=1.[CH3:15][S:16]([O-:18])=[O:17].[Na+].[OH-].[Na+]>CS(C)=O>[CH3:15][S:16]([C:2]1[CH:7]=[C:6]([C:8]([F:11])([F:10])[F:9])[CH:5]=[C:4]([N+:12]([O-:14])=[O:13])[CH:3]=1)(=[O:18])=[O:17] |f:1.2,3.4|. Reported procedure: Stir the mixture of 1-bromo-3-nitro-5-(trifluoromethyl)benzene (6 g, 22.2 mmol), sodium methanesulfinate (2.8 g, 26.7 mmol), cuprous iodide (0.5 g, 2.22 mmol), L(−)-proline (0.5 g, 4.44 mmol) and sodium hydroxide (0.088 g, 4.44 mmol) in DMSO (20 mL) at 100° C. for 15 hrs under nitrogen atmosphere. Add water, extract the mixture with ethyl acetate (200 mL×3), combine the organic layers, dry over anhydrous sodium sulfate, and concentrate the mixture under reduced pressure. Purify the residue by fl...